This data is from the Open Reaction Database (ORD), a public repository of structured organic reaction records. The task is: describe an organic reaction: reactants, conditions, products, and yield Starting materials: C1=CC(=CC=C1[N+](=O)[O-])OC2C(C(C(C(O2)CO)O)O)O (p-nitrophenyl-β-D-glucopyranoside), [H][H] (Hydrogen). Reagents/catalysts: [C].[Pd] (palladium carbon). Solvent: CO.O1CCCC1 (methanol tetrahydrofuran). Yields the product [C@@H]1([C@H](O)[C@@H](O)[C@H](O)[C@H](O1)CO)OC1=CC=C(C=C1)N (p-aminophenol-β-D-glucopyranoside). Yield: 80.0%. RXN SMILES: [CH:1]1[C:6]([N+:7]([O-])=O)=[CH:5][CH:4]=[C:3]([O:10][CH:11]2[O:16][CH:15]([CH2:17][OH:18])[CH:14]([OH:19])[CH:13]([OH:20])[CH:12]2[OH:21])[CH:2]=1.[H][H]>CO.O1CCCC1.[C].[Pd]>[C@@H:11]1([O:10][C:3]2[CH:4]=[CH:5][C:6]([NH2:7])=[CH:1][CH:2]=2)[O:16][C@H:15]([CH2:17][OH:18])[C@@H:14]([OH:19])[C@H:13]([OH:20])[C@H:12]1[OH:21] |f:2.3,4.5|. Procedure details: p-nitrophenyl-β-D-glucopyranoside (Tokyo Chemical Industries) (250 mg) was dissolved in a methanol/tetrahydrofuran mixed solvent (20 ml/5 ml), and 10% palladium carbon (250 mg) was added to this solution. Hydrogen gas was introduced under a nitrogen gas atmosphere into the reaction solution at room temperature for 3 hours. The reaction mixture was filtered to remove palladium carbon, the filtrate was evaporated under vacuum, and solidified. This residue was purified by silica gel chromatography ... The reactants are NC1=CC2=C(N=CS2)C=C1 (6-Aminobenzothiazole), ClC(=O)OC1=CC=C(C=C1)[N+](=O)[O-] (p-nitrophenyl chloroformate). Solvent: C(Cl)Cl (CH2Cl2). Product: Cl.S1C=NC2=C1C=C(C=C2)NC(OC2=CC=C(C=C2)[N+](=O)[O-])=O (4-nitrophenyl benzo[d]thiazol-6-ylcarbamate hydrochloride). Isolated yield 78.1%. As a reaction SMILES: [NH2:1][C:2]1[CH:10]=[CH:9][C:5]2[N:6]=[CH:7][S:8][C:4]=2[CH:3]=1.[Cl:11][C:12]([O:14][C:15]1[CH:20]=[CH:19][C:18]([N+:21]([O-:23])=[O:22])=[CH:17][CH:16]=1)=[O:13]>C(Cl)Cl>[ClH:11].[S:8]1[C:4]2[CH:3]=[C:2]([NH:1][C:12](=[O:13])[O:14][C:15]3[CH:16]=[CH:17][C:18]([N+:21]([O-:23])=[O:22])=[CH:19][CH:20]=3)[CH:10]=[CH:9][C:5]=2[N:6]=[CH:7]1 |f:3.4|. Procedure: 6-Aminobenzothiazole (100 mg, 0.666 mmol) and p-nitrophenyl chloroformate (148 mg, 0.733 mmol) were stirred at rt in CH2Cl2 (5 mL) overnight. The resulting solid was collected by filtration, yielding 183 mg (81%) of the title compound. LC-MS: RT=8.17 min, [M+H]+=316.0. Starting materials: CCN(CC)CCN1CCCc2[nH]c(C=O)c(C)c2C1=O, O=C1Cc2cc(F)c(NCc3ccc(F)cc3)cc2N1. The product is CCN(CC)CCN1CCCc2[nH]c(C=C3C(=O)Nc4cc(NCc5ccc(F)cc5)c(F)cc43)c(C)c2C1=O. Reaction SMILES: [CH2:1]([CH3:2])[N:3]([CH2:4][CH2:5][N:6]1[C:7](=[O:19])[c:8]2[c:9]([nH:13][c:14]([CH:17]=[O:18])[c:15]2[CH3:16])[CH2:10][CH2:11][CH2:12]1)[CH2:20][CH3:21].[F:22][c:23]1[cH:24][c:25]2[c:29]([cH:30][c:31]1[NH:32][CH2:33][c:34]1[cH:35][cH:36][c:37]([F:40])[cH:38][cH:39]1)[NH:28][C:27](=[O:41])[CH2:26]2>>[CH2:1]([CH3:2])[N:3]([CH2:4][CH2:5][N:6]1[C:7](=[O:19])[c:8]2[c:9]([nH:13][c:14]([CH:17]=[C:26]3[c:25]4[cH:24][c:23]([F:22])[c:31]([NH:32][CH2:33][c:34]5[cH:35][cH:36][c:37]([F:40])[cH:38][cH:39]5)[cH:30][c:29]4[NH:28][C:27]3=[O:41])[c:15]2[CH3:16])[CH2:10][CH2:11][CH2:12]1)[CH2:20][CH3:21]. The reactants are COc1ccccc1, COC(=O)CC(O)c1ccc(C=CC(=O)OCc2ccc(OC)cc2)cc1, O=C(O)C(F)(F)F. Product: COC(=O)CC(O)c1ccc(C=CC(=O)O)cc1. RXN SMILES: [CH3:35][O:36][c:37]1[cH:38][cH:39][cH:40][cH:41][cH:42]1.[OH:1][CH:2]([CH2:3][C:4](=[O:5])[O:6][CH3:7])[c:8]1[cH:9][cH:10][c:11]([CH:12]=[CH:13][C:14](=[O:15])[O:16][CH2:17][c:18]2[cH:19][cH:20][c:21]([O:22][CH3:23])[cH:24][cH:25]2)[cH:26][cH:27]1.[OH:28][C:29]([C:30]([F:31])([F:32])[F:33])=[O:34]>>[OH:1][CH:2]([CH2:3][C:4](=[O:5])[O:6][CH3:7])[c:8]1[cH:9][cH:10][c:11]([CH:12]=[CH:13][C:14](=[O:15])[OH:16])[cH:26][cH:27]1.